This data is from the Open Reaction Database (ORD), a public repository of structured organic reaction records. The task is: describe an organic reaction: reactants, conditions, products, and yield Reactants: FC=1C=C(C(=O)O)C=C(C1NCC1=CC=C(C=C1)OC)F (3,5-difluoro-4-(4-methoxy-benzylamino)-benzoic acid), C(C)N(C(C)C)C(C)C (N-ethyldiisopropylamine), C=1C=CC2=C(C1)N=NN2O (HOBt), C(C)N1CCNCC1 (1-ethyl-piperazine), C(C)N(C(C)C)C(C)C (N-Ethyldiisopropylamine), C=1C=CC2=C(C1)N=NN2O (HOBt). Solvent: C(C)#N (acetonitrile). Reaction conditions: time 10 minute. The product is FC=1C=C(C=C(C1NCC1=CC=C(C=C1)OC)F)C(=O)N1CCN(CC1)CC ([3,5-difluoro-4-(4-methoxy-benzylamino)-phenyl]-(4-ethyl-piperazin-1-yl)-methanone). Yield: 98.7%. RXN SMILES: [F:1][C:2]1[CH:3]=[C:4]([CH:8]=[C:9]([F:21])[C:10]=1[NH:11][CH2:12][C:13]1[CH:18]=[CH:17][C:16]([O:19][CH3:20])=[CH:15][CH:14]=1)[C:5]([OH:7])=O.C(N(C(C)C)C(C)C)C.C1C=CC2N(O)N=NC=2C=1.[CH2:41]([N:43]1[CH2:48][CH2:47][NH:46][CH2:45][CH2:44]1)[CH3:42]>C(#N)C>[F:21][C:9]1[CH:8]=[C:4]([C:5]([N:46]2[CH2:47][CH2:48][N:43]([CH2:41][CH3:42])[CH2:44][CH2:45]2)=[O:7])[CH:3]=[C:2]([F:1])[C:10]=1[NH:11][CH2:12][C:13]1[CH:18]=[CH:17][C:16]([O:19][CH3:20])=[CH:15][CH:14]=1. Reported procedure: To a solution of 3,5-difluoro-4-(4-methoxy-benzylamino)-benzoic acid (9.00 g, 30.7 mmol) obtained in Step B in acetonitrile (150 ml), N-ethyldiisopropylamine (16.0 ml, 92.1 mmol), HOBt (4.15 g, 30.7 mmol) and WSCI (5.88 g, 30.7 mmol) were added, followed by stirring at room temperature for 10 minutes. To this, 1-ethyl-piperazine (4.68 ml, 368 mmol) was added, followed by stirring at room temperature for 62 hours. N-Ethyldiisopropylamine (5.35 ml, 30.7 mmol), HOBt (2.07 g, 15.3 mmol) and WSCI (2.... Starting materials: COC1=C(C=CC=C1)N1CCN(CC1)CCCC(=O)OCC (Ethyl 4-(4-(2-methoxyphenyl)piperazin-1-yl)butanoate), COC1=C(C=CC=C1)N1CCN(CC1)CCCO (3-(4-(methoxyphenyl)piperazin-1-yl)propan-1-ol). Product: COC1=C(C=CC=C1)N1CCN(CC1)CCCCO (4-(4-(2-Methoxyphenyl)piperazin-1-yl)butan-1-ol). As a reaction SMILES: [CH3:1][O:2][C:3]1[CH:8]=[CH:7][CH:6]=[CH:5][C:4]=1[N:9]1[CH2:14][CH2:13][N:12]([CH2:15][CH2:16][CH2:17][C:18](OCC)=[O:19])[CH2:11][CH2:10]1.COC1C=CC=CC=1N1CCN(CCCO)CC1>>[CH3:1][O:2][C:3]1[CH:8]=[CH:7][CH:6]=[CH:5][C:4]=1[N:9]1[CH2:10][CH2:11][N:12]([CH2:15][CH2:16][CH2:17][CH2:18][OH:19])[CH2:13][CH2:14]1. Procedure details: 4-(4-(2-Methoxyphenyl)piperazin-1-yl)butan-1-ol (21c) (Scheme 4) was synthesized from 17c according to the protocol described for 21a (Example 31). Colorless oil, 0.8 g (93%). 1H NMR (400 MHz, CDCl3): δ 1.59-1.66 (m, 4H); 2.41-2.43 (m, 2H); 2.68 (broad s, 4H); 3.08 (broad s, 4H); 3.54-3.55 (m, 2H); 3.81 (s, 3H); 5.76 (broad s, 1H); 6.79-6.97 (m, 4H). MS (ESI): m/z=265.40 (M+H+). Reactants: FC=1C=C(N)C=CC1C (3-fluoro-4-methylaniline), Cl (hydrochloric acid), O (water), ClC1=NC=CC=C1[N+](=O)[O-] (2-chloro-3-nitropyridine). Solvent: C(C)OCCO (2-ethoxyethanol). Reported procedure: 45 g (0.28 mmol) of 2-chloro-3-nitropyridine was dissolved in 2-ethoxyethanol (300 ml), and 36 g (0.28 mmol) of 3-fluoro-4-methylaniline, 12N-hydrochloric acid and water (300 ml) were added thereto. Mixed solution was heated to reflux for 24 hours while stirring. The reaction solution was cooled to room temperature, and the solvent was distilled off under reduced pressure. The solution was extracted with ethyl acetate, and washed with saturated brine, and then the obtained organic layer was drie... Yield: 82342.5%. As a reaction SMILES: Cl[C:2]1[C:7]([N+:8]([O-:10])=[O:9])=[CH:6][CH:5]=[CH:4][N:3]=1.[F:11][C:12]1[CH:13]=[C:14]([CH:16]=[CH:17][C:18]=1[CH3:19])[NH2:15].Cl.O>C(OCCO)C>[F:11][C:12]1[CH:13]=[C:14]([NH:15][C:2]2[C:7]([N+:8]([O-:10])=[O:9])=[CH:6][CH:5]=[CH:4][N:3]=2)[CH:16]=[CH:17][C:18]=1[CH3:19]. The product is FC=1C=C(C=CC1C)NC1=NC=CC=C1[N+](=O)[O-] (N-(3-fluoro-4-methylphenyl)-3-nitro-2-pyridylamine). The reactants are CCCCCCCCCCCCC[N+](C)(C)CC=1C=CC=CC1.[Cl-] (benzalkonium chloride), C(C(O)C)(=O)[O-].[Na+] (sodium lactate), GS115, C(CO)(=O)[O-] (glycolate). The solvent is solution. Conditions: temperature 5 celsius, time 5 hour. Yields the product C(C(=O)C)(=O)[O-] (pyruvate), C(C)(=O)[O-] (acetate). Reaction SMILES: [C:1]([O-:6])(=[O:5])[CH:2]([CH3:4])[OH:3].[Na+].[C:8]([O-:12])(=[O:11])[CH2:9]O.CCCCCCCCCCCCC[N+](CC1C=CC=CC=1)(C)C.[Cl-]>>[C:1]([O-:6])(=[O:5])[C:2]([CH3:4])=[O:3].[C:8]([O-:12])(=[O:11])[CH3:9] |f:0.1,3.4|. Procedure: A 300-mL EZE-Seal stirred autoclave reactor equipped with Dispersimax Impeller (Autoclave Engineers) was charged with 100 mL of a solution containing sodium lactate (1.06M), at pH 7.5, and the solution cooled to 5° C. To the reactor was then added 5.0 g (wet weight) of Pichia pastoris transformant strain GS115-MSP 10 (5.54 IU/mL glycolate oxidase and 14,400 IU/mL catalase) which had been permeabilized by treatment with 0.1% benzalkonium chloride ("BARQUAT" MB-50), and the reactor purged with oxy...